describe an organic reaction: reactants, conditions, products, and yield From a dataset of the Open Reaction Database (ORD), a public repository of structured organic reaction records. The reactants are [H-].[H-].[H-].[H-].[Li+].[Al+3] (LiAlH4), C(CCCCCCC)OC(CCC(=O)O)C (4-octyloxyvaleric acid), Cl (hydrochloric acid). Solvent: CCOCC (ether), CCOCC (ether). Run at temperature 23 celsius, time 12 hour. Product: C(CCCCCCC)O[C@H](CCCO)C ((S)-4-octyloxypentanol). As a reaction SMILES: [H-].[H-].[H-].[H-].[Li+].[Al+3].[CH2:7]([O:15][CH:16]([CH3:22])[CH2:17][CH2:18][C:19](O)=[O:20])[CH2:8][CH2:9][CH2:10][CH2:11][CH2:12][CH2:13][CH3:14].Cl>CCOCC>[CH2:7]([O:15][C@@H:16]([CH3:22])[CH2:17][CH2:18][CH2:19][OH:20])[CH2:8][CH2:9][CH2:10][CH2:11][CH2:12][CH2:13][CH3:14] |f:0.1.2.3.4.5|. Reported procedure: Into 210 ml of dry ether, 10 g of LiAlH4 was added, and under stirring, a solution of the above carboxylic acid in 70 ml of ether was added dropwise in 70 min. while keeping a temperature of 2°-6° C. after the addition, the mixture was raised in temperature to 23° C. and stirred for 3 hours. After standing for 12 hours, 5% hydrochloric acid was added to acidify the mixture while keeping a temperature of below 15° C., and the product was extracted with ether and washed successively with water, 5%... Reactants: [Si](C)(C)(C(C)(C)C)OC(/C=C/C=C1C(C=C(C1=O)SC)(O[Si](C)(C)C)CCCCOC1=CC=CC=C1)CCCO[Si](C)(C)C(C)(C)C (5-[(E)-4,7-bis(t-butyldimethylsilyloxy)-2-heptenylidene]-2-methylthio-4-(4-phenoxybutyl)-4-trimethylsilyloxy-2-cyclopentenone), mixture, C(C)(=O)O (acetic acid), O1CCCC1 (tetrahydrofuran). Solvent: O (water). The product is OC(/C=C/C=C1C(C=C(C1=O)SC)(CCCCOC1=CC=CC=C1)O)CCCO (5-[(E)-4,7-dihydroxy-2-heptenylidene]-4-hydroxy-2-methylthio-4-(4-phenoxybutyl)-2-cyclopentenone). Isolated yield 63.3%. Reaction SMILES: [Si]([O:8][CH:9]([CH2:37][CH2:38][CH2:39][O:40][Si](C(C)(C)C)(C)C)/[CH:10]=[CH:11]/[CH:12]=[C:13]1[C:17](=[O:18])[C:16]([S:19][CH3:20])=[CH:15][C:14]1([CH2:26][CH2:27][CH2:28][CH2:29][O:30][C:31]1[CH:36]=[CH:35][CH:34]=[CH:33][CH:32]=1)[O:21][Si](C)(C)C)(C(C)(C)C)(C)C.C(O)(=O)C.O1CCCC1>O>[OH:8][CH:9]([CH2:37][CH2:38][CH2:39][OH:40])/[CH:10]=[CH:11]/[CH:12]=[C:13]1[C:17](=[O:18])[C:16]([S:19][CH3:20])=[CH:15][C:14]1([OH:21])[CH2:26][CH2:27][CH2:28][CH2:29][O:30][C:31]1[CH:36]=[CH:35][CH:34]=[CH:33][CH:32]=1. Reported procedure: To 255 mg of 5-[(E)-4,7-bis(t-butyldimethylsilyloxy)-2-heptenylidene]-2-methylthio-4-(4-phenoxybutyl)-4-trimethylsilyloxy-2-cyclopentenone obtained in Example 75 was added 20 ml of a mixture of acetic acid:tetrahydrofuran:water=3:1:1, and the mixture was stirred at room temperature for 26 hours. After concentration with an addition of toluene, saturated aqueous sodium hydrogencarbonate was added, and the mixture was extracted 3 times with ethyl acetate. The organic layers were combined, washed s... As a reaction SMILES: [CH3:16][OH:17].[CH3:6][c:7]1[n:8][cH:9][cH:10][c:11]([C:13]([CH3:14])=[O:15])[cH:12]1.[ClH:1].[NH2:2][OH:3].[Na+:5].[OH-:4]>>[N:2]([OH:3])=[C:13]([c:11]1[cH:10][cH:9][n:8][c:7]([CH3:6])[cH:12]1)[CH3:14]. The product is CC(=NO)c1ccnc(C)c1. Starting materials: CO, CC(=O)c1ccnc(C)c1, Cl, NO, [Na+], [OH-]. Reactants: oil, C1(CCCCC1)CCCCO (4-cyclohexyl-1-butanol), CS(=O)(=O)Cl (methanesulfonyl chloride). Product: CS(=O)(=O)OCCCCC1CCCCC1 (4-Cyclohexyl-1-butyl methanesulfonate). Reaction SMILES: [CH:1]1([CH2:7][CH2:8][CH2:9][CH2:10][OH:11])[CH2:6][CH2:5][CH2:4][CH2:3][CH2:2]1.[CH3:12][S:13](Cl)(=[O:15])=[O:14]>>[CH3:12][S:13]([O:11][CH2:10][CH2:9][CH2:8][CH2:7][CH:1]1[CH2:6][CH2:5][CH2:4][CH2:3][CH2:2]1)(=[O:15])=[O:14]. Procedure: 4-Cyclohexyl-1-butyl methanesulfonate was prepared by following the general procedure of Example 43 for mesylation as a colorless oil (734 mg, 95%) from 4-cyclohexyl-1-butanol (515 mg, 3.20 mmol) and methanesulfonyl chloride (540 mg, 4.80 mmol). 1H NMR (CDCl3, 300 MHz) δ0.83-0.90 (m, 2H), 1.13-1.25 (m, 5H), 1.34-1.44 (m, 2H), 1.60-1.76 (m, 8H), 2.99 (s, 3H), 4.21 (t, 2H, J=6.5 Hz) ppm. Reactants: C[Si](C)(C)I (trimethylsilyliodide), C(C1=CC=CC=C1)OC(=O)N1C(CCCC1)C=1OC(=CN1)C1=CC=CC=C1 (2-(5-Phenyl-oxazol-2-yl)-piperidine-1-carboxylic acid benzyl ester), CO (methanol). The solvent is C(Cl)(Cl)Cl (chloroform). Conditions: time 5 hour. Product: C1(=CC=CC=C1)C1=CN=C(O1)C1NCCCC1 (2-(5-Phenyl-oxazol-2-yl)-piperidine). Isolated yield 58.7%. Reaction SMILES: C(OC([N:11]1[CH2:16][CH2:15][CH2:14][CH2:13][CH:12]1[C:17]1[O:18][C:19]([C:22]2[CH:27]=[CH:26][CH:25]=[CH:24][CH:23]=2)=[CH:20][N:21]=1)=O)C1C=CC=CC=1.C[Si](I)(C)C.CO>C(Cl)(Cl)Cl>[C:22]1([C:19]2[O:18][C:17]([CH:12]3[CH2:13][CH2:14][CH2:15][CH2:16][NH:11]3)=[N:21][CH:20]=2)[CH:23]=[CH:24][CH:25]=[CH:26][CH:27]=1. Procedure: To a solution of 0.56 g (1.5 mmol) of 2-(5-Phenyl-oxazol-2-yl)-piperidine-1-carboxylic acid benzyl ester in 5 mL of chloroform, cooled in an ice bath under argon, was added 5 mL of trimethylsilyliodide. The mixture was allowed to slowly warm to room temperature and stir for five hours. To the reaction mixture was added 10 mL of methanol and the resulting mixture was allowed to stir at room temperature for 0.5 hour. The resulting mixture was partitioned between diethyl ether and 2N hydrochloric a... The reactants are CNC1=CC=C(C(=O)OC)C=C1 (methyl 4-(methylamino)benzoate), N1=CC=CC=C1 (Pyridine), CS(=O)(=O)Cl (Methanesulfonyl Chloride). Run in C(Cl)Cl (DCM). Conditions: time 8 hour. Product: CN(S(=O)(=O)C)C1=CC=C(C(=O)OC)C=C1 (methyl 4-(N-methylmethylsulfonamido)benzoate). Reaction SMILES: [CH3:1][NH:2][C:3]1[CH:12]=[CH:11][C:6]([C:7]([O:9][CH3:10])=[O:8])=[CH:5][CH:4]=1.N1C=CC=CC=1.[CH3:19][S:20](Cl)(=[O:22])=[O:21]>C(Cl)Cl>[CH3:1][N:2]([C:3]1[CH:12]=[CH:11][C:6]([C:7]([O:9][CH3:10])=[O:8])=[CH:5][CH:4]=1)[S:20]([CH3:19])(=[O:22])=[O:21]. Procedure: 500 mg of methyl 4-(methylamino)benzoate was cooled to 0° C. in DCM with 270 μL of Pyridine before 260 μL Methanesulfonyl Chloride was added dropwise. Reaction was allowed to warm to room temperature and stir overnight. Solvent was concentrated and the crude material was dissolved in Ethyl Acetate and extracted with 0.1N NaOH solution twice. Crude material was dried over Magnesium Sulfate, filtered and concentrated to give methyl 4-(N-methylmethylsulfonamido)benzoate. 698 mg of methyl 4-(N-methy...